From a dataset of the Open Reaction Database (ORD), a public repository of structured organic reaction records. describe an organic reaction: reactants, conditions, products, and yield Starting materials: N#Cc1cccc(B(O)O)c1, CC(=O)[O-], CC(=O)[O-], ClCCl, [Cu+2], Oc1ccccc1Cl, c1ccncc1. Yields the product N#Cc1cccc(Oc2ccccc2Cl)c1. RXN SMILES: [C:1](#[N:2])[c:3]1[cH:4][c:5]([B:9]([OH:10])[OH:11])[cH:6][cH:7][cH:8]1.[C:26]([O-:27])(=[O:28])[CH3:29].[C:31]([O-:32])(=[O:33])[CH3:34].[Cl:35][CH2:36][Cl:37].[Cu+2:30].[OH:12][c:13]1[cH:14][cH:15][cH:16][cH:17][c:18]1[Cl:19].[cH:20]1[cH:21][cH:22][n:23][cH:24][cH:25]1>>[C:1](#[N:2])[c:3]1[cH:4][c:5]([O:12][c:13]2[cH:14][cH:15][cH:16][cH:17][c:18]2[Cl:19])[cH:6][cH:7][cH:8]1. Reactants: [Al+3], CCOC(=O)c1cccc2nc(C)oc12, [H-], [H-], [H-], [H-], [Li+], C1CCOC1. The product is Cc1nc2cccc(CO)c2o1. RXN SMILES: [Al+3:17].[CH3:1][c:2]1[o:3][c:4]2[c:5]([n:6]1)[cH:7][cH:8][cH:9][c:10]2[C:11](=[O:12])[O:13][CH2:14][CH3:15].[H-:16].[H-:19].[H-:20].[H-:21].[Li+:18].[O:22]1[CH2:23][CH2:24][CH2:25][CH2:26]1>>[CH3:1][c:2]1[o:3][c:4]2[c:5]([n:6]1)[cH:7][cH:8][cH:9][c:10]2[CH2:11][OH:12]. Reactants: CN(CCCOC1=C(C=CC=C1)C=NCCCC)C (N-[[2-[3-(Dimethylamino)propoxy]phenyl]methylene]-butanamine), C(CS)(=O)OC (methyl thioglycolate). The product is C(CCC)N1C(SCC1=O)C1=C(C=CC=C1)OCCCN(C)C (3-butyl-2-[2-[3-(dimethylamino)propoxy]phenyl]-4-thiazolidinone). As a reaction SMILES: [CH3:1][N:2]([CH3:19])[CH2:3][CH2:4][CH2:5][O:6][C:7]1[CH:12]=[CH:11][CH:10]=[CH:9][C:8]=1[CH:13]=[N:14][CH2:15][CH2:16][CH2:17][CH3:18].[C:20](OC)(=[O:23])[CH2:21][SH:22]>>[CH2:15]([N:14]1[C:20](=[O:23])[CH2:21][S:22][CH:13]1[C:8]1[CH:9]=[CH:10][CH:11]=[CH:12][C:7]=1[O:6][CH2:5][CH2:4][CH2:3][N:2]([CH3:1])[CH3:19])[CH2:16][CH2:17][CH3:18]. Reported procedure: N-[[2-[3-(Dimethylamino)propoxy]phenyl]methylene]-butanamine (5.2 g) is reacted with 4.2 g of methyl thioglycolate following the procedure described in Example 1, part B, to yield 6.5 of 3-butyl-2-[2-[3-(dimethylamino)propoxy]phenyl]-4-thiazolidinone as an oil.